This data is from the Open Reaction Database (ORD), a public repository of structured organic reaction records. The task is: describe an organic reaction: reactants, conditions, products, and yield The reactants are CCOc1cc(C(C)(C)C)ncc1C1=NC(C)(c2ccc(Cl)cc2)C(C)(c2ccc(Cl)cc2)N1C(=O)Cl, Cn1cccc1C(=O)N1CCNCC1. The product is CCOc1cc(C(C)(C)C)ncc1C1=NC(C)(c2ccc(Cl)cc2)C(C)(c2ccc(Cl)cc2)N1C(=O)N1CCN(C(=O)c2cccn2C)CC1. RXN SMILES: [C:1]([CH3:2])([CH3:3])([CH3:4])[c:5]1[cH:6][c:7]([O:35][CH2:36][CH3:37])[c:8]([C:11]2=[N:15][C:14]([CH3:16])([c:17]3[cH:18][cH:19][c:20]([Cl:23])[cH:21][cH:22]3)[C:13]([CH3:24])([c:25]3[cH:26][cH:27][c:28]([Cl:31])[cH:29][cH:30]3)[N:12]2[C:32](=[O:33])[Cl:34])[cH:9][n:10]1.[CH3:38][n:39]1[c:40]([C:44](=[O:45])[N:46]2[CH2:47][CH2:48][NH:49][CH2:50][CH2:51]2)[cH:41][cH:42][cH:43]1>>[C:1]([CH3:2])([CH3:3])([CH3:4])[c:5]1[cH:6][c:7]([O:35][CH2:36][CH3:37])[c:8]([C:11]2=[N:15][C:14]([CH3:16])([c:17]3[cH:18][cH:19][c:20]([Cl:23])[cH:21][cH:22]3)[C:13]([CH3:24])([c:25]3[cH:26][cH:27][c:28]([Cl:31])[cH:29][cH:30]3)[N:12]2[C:32](=[O:33])[N:49]2[CH2:48][CH2:47][N:46]([C:44]([c:40]3[n:39]([CH3:38])[cH:43][cH:42][cH:41]3)=[O:45])[CH2:51][CH2:50]2)[cH:9][n:10]1. Run in CO (methanol). Procedure: A mixture of 14 parts of 3,4-dihydro-8-nitro-2H-pyrimido[2,1-b]benzothiazole and 400 parts of methanol, saturated with ammonia is hydrogenated at normal pressure and at room temperature with 5 parts of platinum-on-charcoal catalyst 5%. After the calculated amount of hydrogen is taken up, the catalyst is filtered off and the filtrate is evaporated. The residue is crystallized from 2-propanol. The product is filtered off and dried, yielding 9.3 parts of 3,4-dihydro-2H-pyrimido[2,1-b]benzothiazol-8... Reagents/catalysts: [Pt] (platinum-on-charcoal). RXN SMILES: [N+:1]([C:4]1[CH:16]=[CH:15][C:7]2[N:8]3[CH2:14][CH2:13][CH2:12][N:11]=[C:9]3[S:10][C:6]=2[CH:5]=1)([O-])=O.N.[H][H]>[Pt].CO>[N:11]1[CH2:12][CH2:13][CH2:14][N:8]2[C:7]3[CH:15]=[CH:16][C:4]([NH2:1])=[CH:5][C:6]=3[S:10][C:9]=12. Product: N=1CCCN2C1SC1=C2C=CC(=C1)N (3,4-dihydro-2H-pyrimido[2,1-b]benzothiazol-8-amine). Reactants: [H][H] (hydrogen), 14, [N+](=O)([O-])C1=CC2=C(N3C(S2)=NCCC3)C=C1 (3,4-dihydro-8-nitro-2H-pyrimido[2,1-b]benzothiazole), N (ammonia). Starting materials: CCCCCCCCCCc1ccc2nc3c(c(Cl)c2c1)CCCC3, Cl, NCc1ccccc1, [Na+], [OH-], Oc1ccccc1. Product: Cl, CCCCCCCCCCc1ccc2nc3c(c(NCc4ccccc4)c2c1)CCCC3. Reaction SMILES: [Cl:2][c:3]1[c:4]2[cH:5][c:6]([CH2:17][CH2:18][CH2:19][CH2:20][CH2:21][CH2:22][CH2:23][CH2:24][CH2:25][CH3:26])[cH:7][cH:8][c:9]2[n:10][c:11]2[c:16]1[CH2:15][CH2:14][CH2:13][CH2:12]2.[ClH:1].[NH2:27][CH2:28][c:29]1[cH:30][cH:31][cH:32][cH:33][cH:34]1.[Na+:36].[OH-:35].[OH:37][c:38]1[cH:39][cH:40][cH:41][cH:42][cH:43]1>>[ClH:2].[c:3]1([NH:27][CH2:28][c:29]2[cH:30][cH:31][cH:32][cH:33][cH:34]2)[c:4]2[cH:5][c:6]([CH2:17][CH2:18][CH2:19][CH2:20][CH2:21][CH2:22][CH2:23][CH2:24][CH2:25][CH3:26])[cH:7][cH:8][c:9]2[n:10][c:11]2[c:16]1[CH2:15][CH2:14][CH2:13][CH2:12]2. The reactants are Cn1c2ccccc2c2c3c(c4c5ccccc5n(CCC#N)c4c21)CNC3=O, CC(=O)[O-], CC(=O)[O-], CC(=O)[O-], CC(=O)[O-], CC(=O)O, [Pb+4]. The product is Cn1c2ccccc2c2c3c(c4c5ccccc5n(CCC#N)c4c21)C(O)NC3=O. As a reaction SMILES: [C:1](#[N:2])[CH2:3][CH2:4][n:5]1[c:6]2[cH:7][cH:8][cH:9][cH:10][c:11]2[c:12]2[c:13]3[c:14]([c:15]4[c:16]([c:17]12)[n:18]([CH3:25])[c:19]1[cH:20][cH:21][cH:22][cH:23][c:24]41)[C:26](=[O:29])[NH:27][CH2:28]3.[C:30]([O-:31])(=[O:32])[CH3:33].[C:34]([O-:35])(=[O:36])[CH3:37].[C:38]([O-:39])(=[O:40])[CH3:41].[C:42]([O-:43])(=[O:44])[CH3:45].[CH3:47][C:48](=[O:49])[OH:50].[Pb+4:46]>>[C:1](#[N:2])[CH2:3][CH2:4][n:5]1[c:6]2[cH:7][cH:8][cH:9][cH:10][c:11]2[c:12]2[c:13]3[c:14]([c:15]4[c:16]([c:17]12)[n:18]([CH3:25])[c:19]1[cH:20][cH:21][cH:22][cH:23][c:24]41)[C:26](=[O:29])[NH:27][CH:28]3[OH:32]. Yields the product C1(=CC=CC=C1)C1(C=CC2=C(O1)C1=CC=CC=C1C=C2C)C2=CC=CC=C2 (2,2-diphenyl-5-methyl-[2H]-naphtho[1,2-b]pyran). Reaction SMILES: [C:1]1([C:7]([C:11]2[CH:16]=[CH:15][CH:14]=[CH:13][CH:12]=2)([OH:10])[C:8]#[CH:9])[CH:6]=[CH:5][CH:4]=[CH:3][CH:2]=1.[CH3:17][C:18]1[CH:19]=[C:20](O)[C:21]2[C:26]([CH:27]=1)=[CH:25][CH:24]=[CH:23][CH:22]=2>>[C:11]1([C:7]2([C:1]3[CH:2]=[CH:3][CH:4]=[CH:5][CH:6]=3)[O:10][C:20]3[C:21]4[C:26]([CH:27]=[C:18]([CH3:17])[C:19]=3[CH:9]=[CH:8]2)=[CH:25][CH:24]=[CH:23][CH:22]=4)[CH:12]=[CH:13][CH:14]=[CH:15][CH:16]=1. Reactants: C1(=CC=CC=C1)C(C#C)(O)C1=CC=CC=C1 (1,1-diphenyl-2-propyn-1-ol), CC=1C=C(C2=CC=CC=C2C1)O (3-methyl-1-hydroxynaphthalene). Procedure details: The procedure of Step 2 of Example 1 was followed except that 1,1-diphenyl-2-propyn-1-ol was used in place of 1,1-bis(4-methoxyphenyl)-2-propyn-1-ol and 3-methyl-1-hydroxynaphthalene was used in place of methyl,1,4-dihydroxy-2-naphthoate to produce 2,2-diphenyl-5-methyl-[2H]-naphtho[1,2-b]pyran. Reactants: N1=C(C=CC=C1C)C (2,6-lutidine), C([O-])(O)=O.[Na+] (sodium bicarbonate), [Si](C)(C)(C(C)(C)C)OCC1OCCN(C1)C=1C(=C(C=C(C1)C#N)NC(OC(C)(C)C)=O)Cl ((+/−)-tert-butyl (3-(2-(((tert-butyldimethylsilyl)oxy)methyl)morpholino)-2-chloro-5-cyanophenyl)carbamate), Trimethyl trifluoromethanesulfonate. The solvent is ClCCl (Dichloromethane), ClCCl (dichloromethane). Run at temperature 0 celsius. Product: NC=1C=C(C#N)C=C(C1Cl)N1CC(OCC1)CO[Si](C)(C)C(C)(C)C ((+/−)-3-Amino-5-(2-(((tert-butyldimethylsilyl)oxy)methyl)morpholino)-4-chlorobenzonitrile). Yield: 87.9%. Reaction SMILES: [Si:1]([O:8][CH2:9][CH:10]1[CH2:15][N:14]([C:16]2[C:17]([Cl:32])=[C:18]([NH:24]C(=O)OC(C)(C)C)[CH:19]=[C:20]([C:22]#[N:23])[CH:21]=2)[CH2:13][CH2:12][O:11]1)([C:4]([CH3:7])([CH3:6])[CH3:5])([CH3:3])[CH3:2].N1C(C)=CC=CC=1C.C(=O)(O)[O-].[Na+]>ClCCl>[NH2:24][C:18]1[CH:19]=[C:20]([CH:21]=[C:16]([N:14]2[CH2:13][CH2:12][O:11][CH:10]([CH2:9][O:8][Si:1]([C:4]([CH3:7])([CH3:6])[CH3:5])([CH3:2])[CH3:3])[CH2:15]2)[C:17]=1[Cl:32])[C:22]#[N:23] |f:2.3|. Procedure details: To a round bottom flask charged with (+/−)-tert-butyl (3-(2-(((tert-butyldimethylsilyl)oxy)methyl)morpholino)-2-chloro-5-cyanophenyl)carbamate (1.2321 g, 2.56 mmol) in Dichloromethane (12.78 ml) and cooled to 0° C. was added 2,6-lutidine (0.595 ml, 5.11 mmol). Trimethyl trifluoromethanesulfonate (0.924 ml, 5.11 mmol) was added drop wise over several minutes. The reaction mixture was stirred at 0° C. 2 h and warmed to room temperature ON. The reaction mixture was poured into a separatory funnel c... Reactants: Nc1ccc(N2CCN(C(=O)c3ccccc3C(F)(F)F)CC2)nn1, O=C(O)CCCc1ccccc1. The product is O=C(CCCc1ccccc1)Nc1ccc(N2CCN(C(=O)c3ccccc3C(F)(F)F)CC2)nn1. Reaction SMILES: [NH2:13][c:14]1[cH:15][cH:16][c:17]([N:20]2[CH2:21][CH2:22][N:23]([C:26](=[O:27])[c:28]3[c:29]([C:34]([F:35])([F:36])[F:37])[cH:30][cH:31][cH:32][cH:33]3)[CH2:24][CH2:25]2)[n:18][n:19]1.[c:1]1([CH2:7][CH2:8][CH2:9][C:10](=[O:11])[OH:12])[cH:2][cH:3][cH:4][cH:5][cH:6]1>>[c:1]1([CH2:7][CH2:8][CH2:9][C:10](=[O:12])[NH:13][c:14]2[cH:15][cH:16][c:17]([N:20]3[CH2:21][CH2:22][N:23]([C:26](=[O:27])[c:28]4[c:29]([C:34]([F:35])([F:36])[F:37])[cH:30][cH:31][cH:32][cH:33]4)[CH2:24][CH2:25]3)[n:18][n:19]2)[cH:2][cH:3][cH:4][cH:5][cH:6]1.